From a dataset of the Open Reaction Database (ORD), a public repository of structured organic reaction records. describe an organic reaction: reactants, conditions, products, and yield The reactants are C(CCC)C=1OC2=C(C1C(C1=CC(=C(C(=C1)I)O)I)=O)C=CC=C2 (2-n-butyl-3-(3,5-diiodo-4-hydroxybenzoyl)benzofuran), C([O-])([O-])=O.[K+].[K+] (potassiumcarbonate), C(C)OC(C)=O (ethylacetate). Run in CC(=O)C (aceton). Conditions: temperature 50 celsius. Yields the product C(CCC)C=1OC2=C(C1C(C1=CC(=C(C(=C1)I)OCC(=O)O)I)=O)C=CC=C2 (2-n-butyl-3-(3,5-diiodo-4-carboxymethoxy-benzoyl)benzofuran). The yield is 49.7%. RXN SMILES: [CH2:1]([C:5]1[O:6][C:7]2[CH:24]=[CH:23][CH:22]=[CH:21][C:8]=2[C:9]=1[C:10](=[O:20])[C:11]1[CH:16]=[C:15]([I:17])[C:14]([OH:18])=[C:13]([I:19])[CH:12]=1)[CH2:2][CH2:3][CH3:4].C(=O)([O-])[O-].[K+].[K+].C([O:33][C:34](=[O:36])[CH3:35])C>CC(C)=O>[CH2:1]([C:5]1[O:6][C:7]2[CH:24]=[CH:23][CH:22]=[CH:21][C:8]=2[C:9]=1[C:10](=[O:20])[C:11]1[CH:12]=[C:13]([I:19])[C:14]([O:18][CH2:35][C:34]([OH:36])=[O:33])=[C:15]([I:17])[CH:16]=1)[CH2:2][CH2:3][CH3:4] |f:1.2.3|. Reported procedure: A mixture of 2-n-butyl-3-(3,5-diiodo-4-hydroxybenzoyl)benzofuran 1.0 g (1.83 mmol) and potassiumcarbonate 0.56 g (4 mmol) in aceton (dry) 100 ml, α-brom ethylacetate 1.0 g (12 mmol) was added, and the solution was extracted with 100 ml water. The organic layer was evaporated to dryness and the yellow rest was dissolved in methanol 50 ml+1M NaOH 50 ml. The solution was heated to 50° C. for 15 h, extracted with 3×75 ml dichloromethane, and dried (MgSO4). Evaporating the solution and purification o... Starting materials: C(C1=CC=CC=C1)OC([C@@H](N(C(CCCCCN)=O)C(=O)OCC1=CC=CC=C1)CC1=CC=C(C=C1)OC)=O (Cbz-6-aminohexanoyl-(4-methoxy)phenylalanine Benzyl Ester), [Li+].[OH-] (LiOH). The solvent is O1CCCC1 (tetrahydrofuran), O (H2O). Run at time 2 hour. The product is C(=O)(OCC1=CC=CC=C1)N([C@@H](CC1=CC=C(C=C1)OC)C(=O)O)C(CCCCCN)=O (Cbz-6-aminohexanoyl-(4-methoxy)phenylalanine). The yield is 70.1%. RXN SMILES: C([O:8][C:9](=[O:39])[C@H:10]([CH2:30][C:31]1[CH:36]=[CH:35][C:34]([O:37][CH3:38])=[CH:33][CH:32]=1)[N:11]([C:20]([O:22][CH2:23][C:24]1[CH:29]=[CH:28][CH:27]=[CH:26][CH:25]=1)=[O:21])[C:12](=[O:19])[CH2:13][CH2:14][CH2:15][CH2:16][CH2:17][NH2:18])C1C=CC=CC=1.[Li+].[OH-]>O1CCCC1.O>[C:20]([N:11]([C:12](=[O:19])[CH2:13][CH2:14][CH2:15][CH2:16][CH2:17][NH2:18])[C@H:10]([C:9]([OH:39])=[O:8])[CH2:30][C:31]1[CH:36]=[CH:35][C:34]([O:37][CH3:38])=[CH:33][CH:32]=1)([O:22][CH2:23][C:24]1[CH:29]=[CH:28][CH:27]=[CH:26][CH:25]=1)=[O:21] |f:1.2|. Procedure details: A solution of 2.66 g (5 mmol) of the resultant compound of Example 170 in 60 mL of tetrahydrofuran was cooled to 0° C., treated with 0.63 g (15 mmol) of LiOH in 30 mL of H2O and allowed to stir for 2 h. After concentration of the solvent, the mixture was partitioned between H2O and ether, acidified, extracted with ethyl acetate, dried over MgSO4 and concentrated to give 1.55 g (70%) of the desired compound. The reactants are CC(=O)O[BH-](OC(C)=O)OC(C)=O, CC(=O)O, CN(C)C=O, COc1cc(Nc2c(C#N)cnc3cc(-c4ccc(C=O)cc4)sc23)c(Cl)cc1Cl, ClCCl, [Na+], OCCN1CCNCC1. Product: COc1cc(Nc2c(C#N)cnc3cc(-c4ccc(CN5CCN(CCO)CC5)cc4)sc23)c(Cl)cc1Cl. RXN SMILES: [C:40]([O:41][BH-:42]([O:43][C:44](=[O:45])[CH3:46])[O:47][C:48](=[O:49])[CH3:50])(=[O:51])[CH3:52].[CH3:54][C:55](=[O:56])[OH:57].[CH3:61][N:62]([CH3:63])[CH:64]=[O:65].[Cl:10][c:11]1[c:12]([NH:20][c:21]2[c:22]3[c:23]([n:24][cH:25][c:26]2[C:27]#[N:28])[cH:29][c:30](-[c:32]2[cH:33][cH:34][c:35]([CH:38]=[O:39])[cH:36][cH:37]2)[s:31]3)[cH:13][c:14]([O:18][CH3:19])[c:15]([Cl:17])[cH:16]1.[Cl:58][CH2:59][Cl:60].[Na+:53].[OH:1][CH2:2][CH2:3][N:4]1[CH2:5][CH2:6][NH:7][CH2:8][CH2:9]1>>[OH:1][CH2:2][CH2:3][N:4]1[CH2:5][CH2:6][N:7]([CH2:38][c:35]2[cH:34][cH:33][c:32](-[c:30]3[cH:29][c:23]4[c:22]([c:21]([NH:20][c:12]5[c:11]([Cl:10])[cH:16][c:15]([Cl:17])[c:14]([O:18][CH3:19])[cH:13]5)[c:26]([C:27]#[N:28])[cH:25][n:24]4)[s:31]3)[cH:37][cH:36]2)[CH2:8][CH2:9]1. The reactants are [H-].[Na+] (sodium hydride), C(C=C(C)C)Br (prenyl bromide), C(C=C)C=1C=C2CCC(NC2=CC1OCC=C)=O (6-allyl-7-allyloxy-3,4-dihydro-2(1H)-quinolinone). The solvent is CN(C=O)C (dimethylformamide). Product: C(C=C)C=1C=C2CCC(N(C2=CC1OCC=C)CC=C(C)C)=O (6-allyl-7-allyloxy-3,4-dihydro-1-prenyl-2(1H)-quinolinone). The yield is 64.6%. RXN SMILES: [CH2:1]([C:4]1[CH:5]=[C:6]2[C:11](=[CH:12][C:13]=1[O:14][CH2:15][CH:16]=[CH2:17])[NH:10][C:9](=[O:18])[CH2:8][CH2:7]2)[CH:2]=[CH2:3].[H-].[Na+].[CH2:21](Br)[CH:22]=[C:23]([CH3:25])[CH3:24]>CN(C)C=O>[CH2:1]([C:4]1[CH:5]=[C:6]2[C:11](=[CH:12][C:13]=1[O:14][CH2:15][CH:16]=[CH2:17])[N:10]([CH2:21][CH:22]=[C:23]([CH3:25])[CH3:24])[C:9](=[O:18])[CH2:8][CH2:7]2)[CH:2]=[CH2:3] |f:1.2|. Procedure: 81 Grams of 6-allyl-7-allyloxy-3,4-dihydro-2(1H)-quinolinone obtained in Example 15 was dissolved in 500 ml of dimethylformamide, then 13 g of 60% oily sodium hydride and 50 g of prenyl bromide were added thereto and reacted similarly as in Example 17, after the reaction was finished, the reaction mixture was treated similarly, there was obtained yellow oily product. This oily product was subjected to treatment by means of a silica gel flush column chromatography by using a mixed solvent of meth... Starting materials: CS(=O)(=O)O, CO, CS(=O)(=O)Nc1ccc(N2CCNCC2)cc1, c1ccc(OCC2CO2)cc1. Yields the product CS(=O)(=O)Nc1ccc(N2CCN(CC(O)COc3ccccc3)CC2)cc1. As a reaction SMILES: [CH3:1][S:2]([OH:3])(=[O:4])=[O:5].[CH3:34][OH:35].[N:6]1([c:12]2[cH:13][cH:14][c:15]([NH:18][S:19](=[O:20])(=[O:21])[CH3:22])[cH:16][cH:17]2)[CH2:7][CH2:8][NH:9][CH2:10][CH2:11]1.[O:23]1[CH2:24][CH:25]1[CH2:26][O:27][c:28]1[cH:29][cH:30][cH:31][cH:32][cH:33]1>>[N:6]1([c:12]2[cH:13][cH:14][c:15]([NH:18][S:19](=[O:20])(=[O:21])[CH3:22])[cH:16][cH:17]2)[CH2:7][CH2:8][N:9]([CH2:24][CH:25]([OH:23])[CH2:26][O:27][c:28]2[cH:29][cH:30][cH:31][cH:32][cH:33]2)[CH2:10][CH2:11]1.